From a dataset of the Open Reaction Database (ORD), a public repository of structured organic reaction records. describe an organic reaction: reactants, conditions, products, and yield The product is ClC=1N=C(N(C1Cl)CC1=C(C2=C(N(C(N(C2=O)C)=O)CC(C)C)S1)C(=O)OC)C (Methyl 6-[4,5-dichloro-2-methyl-1H-imidazol-1-ylmethyl]-1,2,3,4-tetrahydro-3-methyl-1-(isobutyl)-2,4-dioxothieno[2,3-d]pyrimidine-5-carboxylate). The solvent is O1CCCC1 (tetrahydrofuran), O1CCCC1 (tetrahydrofuran), O1CCCC1 (tetrahydrofuran). Conditions: time 15 minute. Starting materials: BrCC1=C(C2=C(N(C(N(C2=O)C)=O)CC(C)C)S1)C(=O)OC (Methyl 6-(bromomethyl)-1,2,3,4-tetrahydro-3-methyl-1-(isobutyl)-2,4-dioxo-thieno[2,3-d]pyrimidine-5-carboxylate), ClC=1N=C(NC1Cl)C (4,5-Dichloro-2-methylimidazole), [H-].[Na+] (sodium hydride), O (water). Procedure: 4,5-Dichloro-2-methylimidazole (1.3 g) in dry tetrahydrofuran (20 ml) was added dropwise to a suspension of sodium hydride (0.34 g, 60%) in dry tetrahydrofuran (20 ml) at room temperature under nitrogen. After 15 min, a solution of the product of step b) (3.35 g) in dry tetrahydrofuran (20 ml) was added dropwise and the reaction was stirred for 3 h at room temperature. The solution was poured into water and extracted with ethyl acetate. The combined extracts were dried over magnesium sulfate, fi... Reaction SMILES: [Cl:1][C:2]1[N:3]=[C:4]([CH3:8])[NH:5][C:6]=1[Cl:7].[H-].[Na+].Br[CH2:12][C:13]1[S:28][C:16]2[N:17]([CH2:24][CH:25]([CH3:27])[CH3:26])[C:18](=[O:23])[N:19]([CH3:22])[C:20](=[O:21])[C:15]=2[C:14]=1[C:29]([O:31][CH3:32])=[O:30].O>O1CCCC1>[Cl:1][C:2]1[N:3]=[C:4]([CH3:8])[N:5]([CH2:12][C:13]2[S:28][C:16]3[N:17]([CH2:24][CH:25]([CH3:27])[CH3:26])[C:18](=[O:23])[N:19]([CH3:22])[C:20](=[O:21])[C:15]=3[C:14]=2[C:29]([O:31][CH3:32])=[O:30])[C:6]=1[Cl:7] |f:1.2|. As a reaction SMILES: [CH3:1][O:2][C:3](=[O:15])[CH:4]([N:12]=[N+]=[N-])[C:5]1[CH:10]=[CH:9][CH:8]=[CH:7][C:6]=1[I:11].C1(P(C2C=CC=CC=2)C2C=CC=CC=2)C=CC=CC=1.O>C1COCC1>[CH3:1][O:2][C:3](=[O:15])[CH:4]([NH2:12])[C:5]1[CH:10]=[CH:9][CH:8]=[CH:7][C:6]=1[I:11]. Reactants: COC(C(C1=C(C=CC=C1)I)N=[N+]=[N-])=O (azido-(2-iodophenyl)-acetic acid methyl ester), C1(=CC=CC=C1)P(C1=CC=CC=C1)C1=CC=CC=C1 (triphenylphosphine), O (water). The solvent is C1CCOC1 (THF). The product is COC(C(C1=C(C=CC=C1)I)N)=O (Amino-(2-iodophenyl)-acetic Acid Methyl Ester). Reported procedure: To a solution of azido-(2-iodophenyl)-acetic acid methyl ester in THF (100 mL) is added triphenylphosphine (28.5 g, 109 mmol) in portions. The mixture is stirred at RT for 2 h then water (4 mL) is added and is heated to reflux. The solvent is removed under reduced pressure and ether (50 mL) is added followed by 2N HCl until acidic. The aqueous phase is washed with methylene chloride then is concentrated and basified with NaOH/ice until pH 12. The mixture is extracted with methylene chloride (3×2... Conditions: time 2 hour. The reactants are NC=1SC=CN1 (2-amino thiazole), C([O-])([O-])=O.[Cs+].[Cs+] (Cesium carbonate), C1(CCCCC1)P(C1=C(C=CC=C1)C1=CC=CC=C1)C1CCCCC1 (2(dicyclohexylphosphino)biphenyl), (dibenzyledeneacetone)-dipalladium (0), C(C)OC(CC(CCC)N1C(N(C2=C1C=CC(=C2)Br)CC2=CN(C1=CC=CC(=C21)C)C)=O)=O (3-[5-bromo-3-(1,4-dimethyl-1H-indol-3-ylmethyl) 2-oxo-2,3-dihydro-benzoimidazol-1-yl]-hexanoic acid ethyl ester). Run in C1(=CC=CC=C1)C.CN1CCCC1=O (Toluene NMP), C(C)(=O)OCC (Ethyl Acetate). Reaction conditions: temperature 100 celsius, time 30 minute. Product: C(C)OC(CCCCC)=O (hexanoic acid Ethyl ester). Reaction SMILES: [CH2:1]([O:3][C:4](=[O:33])[CH2:5][CH:6](N1C2C=CC(Br)=CC=2N(CC2C3C(=CC=CC=3C)N(C)C=2)C1=O)[CH2:7][CH2:8][CH3:9])[CH3:2].NC1SC=CN=1.C(=O)([O-])[O-].[Cs+].[Cs+].C1(P(C2CCCCC2)C2C=CC=CC=2C2C=CC=CC=2)CCCCC1>C1(C)C=CC=CC=1.CN1C(=O)CCC1.C(OCC)(=O)C>[CH2:1]([O:3][C:4](=[O:33])[CH2:5][CH2:6][CH2:7][CH2:8][CH3:9])[CH3:2] |f:2.3.4,6.7|. Procedure: In a dry pressure bottle, 3-[5-bromo-3-(1,4-dimethyl-1H-indol-3-ylmethyl) 2-oxo-2,3-dihydro-benzoimidazol-1-yl]-hexanoic acid ethyl ester (200 mg, 0.390 mmol) was dissolved in 50% Toluene/NMP (10 ml). To the solution, 2-amino thiazole (59 mg, 0.585 mmol), Cesium carbonate (191 mg, 0.585 mmol), 2(dicyclohexylphosphino)biphenyl (14 mg, 0.040 mmo), tris (dibenzyledeneacetone)-dipalladium (0) 99 mg, 0.010 nmol) were added. The bottle was then purged for 5 minutes by passing a slow stream of argon th... Starting materials: CSCCOC=1C=NC(=NC1)NCC1=C(C=CC(=C1)C(F)(F)F)N(CC)C[C@@H]1CC[C@H](CC1)CC(=O)OCC (ethyl trans-{4-[({2-[({5-[2-(methylthio)ethoxy]pyrimidin-2-yl}amino)methyl]-4-(trifluoromethyl)phenyl}(ethyl)amino)methyl]cyclohexyl}acetate), [H-].[Na+] (sodium hydride), BrC(C)C1=CC(=CC(=C1)C(F)(F)F)C(F)(F)F (1-bromo-1-[3,5-bis(trifluoromethyl)phenyl]ethane), O (water). Run in O1CCCC1 (tetrahydrofuran), CN(C=O)C (N,N-dimethylformamide). Run at time 30 minute. The product is FC(C=1C=C(C=C(C1)C(F)(F)F)C(C)N(C1=NC=C(C=N1)OCCSC)CC1=C(C=CC(=C1)C(F)(F)F)N(CC)C[C@@H]1CC[C@H](CC1)CC(=O)OCC)(F)F (ethyl trans-{4-[({2-[({1-[3,5-bis(trifluoromethyl)phenyl]ethyl}{5-[2-(methylthio)ethoxy]pyrimidin-2-yl}amino)methyl]-4-(trifluoromethyl)phenyl}(ethyl)amino)methyl]cyclohexyl}acetate), FC(C=1C=C(C=C(C1)C(F)(F)F)C(C)N(C1=NC=C(C=N1)OCCSC)CC1=C(C=CC(=C1)C(F)(F)F)N(CC)C[C@@H]1CC[C@H](CC1)CC(=O)O)(F)F (trans-{4-[({2-[({1-[3,5-bis(trifluoromethyl)phenyl]ethyl}{5-[2-(methylthio)ethoxy]pyrimidin-2-yl}amino)methyl]-4-(trifluoromethyl)phenyl}(ethyl)amino)methyl]cyclohexyl}acetic acid). Yield: 23.0%. RXN SMILES: [CH3:1][S:2][CH2:3][CH2:4][O:5][C:6]1[CH:7]=[N:8][C:9]([NH:12][CH2:13][C:14]2[CH:19]=[C:18]([C:20]([F:23])([F:22])[F:21])[CH:17]=[CH:16][C:15]=2[N:24]([CH2:27][C@H:28]2[CH2:33][CH2:32][C@H:31]([CH2:34][C:35]([O:37][CH2:38][CH3:39])=[O:36])[CH2:30][CH2:29]2)[CH2:25][CH3:26])=[N:10][CH:11]=1.[H-].[Na+].Br[CH:43]([C:45]1[CH:50]=[C:49]([C:51]([F:54])([F:53])[F:52])[CH:48]=[C:47]([C:55]([F:58])([F:57])[F:56])[CH:46]=1)[CH3:44].O>O1CCCC1.CN(C)C=O>[F:52][C:51]([F:53])([F:54])[C:49]1[CH:50]=[C:45]([CH:43]([N:12]([CH2:13][C:14]2[CH:19]=[C:18]([C:20]([F:22])([F:21])[F:23])[CH:17]=[CH:16][C:15]=2[N:24]([CH2:27][C@H:28]2[CH2:29][CH2:30][C@H:31]([CH2:34][C:35]([O:37][CH2:38][CH3:39])=[O:36])[CH2:32][CH2:33]2)[CH2:25][CH3:26])[C:9]2[N:8]=[CH:7][C:6]([O:5][CH2:4][CH2:3][S:2][CH3:1])=[CH:11][N:10]=2)[CH3:44])[CH:46]=[C:47]([C:55]([F:56])([F:57])[F:58])[CH:48]=1.[F:56][C:55]([F:58])([F:57])[C:47]1[CH:46]=[C:45]([CH:43]([N:12]([CH2:13][C:14]2[CH:19]=[C:18]([C:20]([F:21])([F:22])[F:23])[CH:17]=[CH:16][C:15]=2[N:24]([CH2:27][C@H:28]2[CH2:33][CH2:32][C@H:31]([CH2:34][C:35]([OH:37])=[O:36])[CH2:30][CH2:29]2)[CH2:25][CH3:26])[C:9]2[N:8]=[CH:7][C:6]([O:5][CH2:4][CH2:3][S:2][CH3:1])=[CH:11][N:10]=2)[CH3:44])[CH:50]=[C:49]([C:51]([F:54])([F:53])[F:52])[CH:48]=1 |f:1.2|. Reported procedure: To a stirred solution of ethyl trans-{4-[({2-[({5-[2-(methylthio)ethoxy]pyrimidin-2-yl}amino)methyl]-4-(trifluoromethyl)phenyl}(ethyl)amino)methyl]cyclohexyl}acetate (10.2 mg, 0.018 mmol) in tetrahydrofuran (0.3 mL) under ice cooling was added sodium hydride (50% in oil, 3.4 mg, 0.072 mmol), and the mixture was stirred at room temperature for 30 minutes. After cooling to −78° C., to the reaction mixture was added a solution of 1-bromo-1-[3,5-bis(trifluoromethyl)phenyl]ethane (6.9 mg, 0.021 mmol)... Starting materials: [Cu]C#N (copper (I) cyanide), CCOC(=O)C (EtOAc), ( 2 ), BrC=1C=C2C(=CNC2=CC1)CC(=O)OC (methyl 2-(5-bromo-1H-indol-3-yl)acetate), [Cu]C#N (copper(I) cyanide). Run in CN1CCCC1=O (NMP). Yields the product C(#N)C=1C=C2C(=CNC2=CC1)CC(=O)OC (methyl 2-(5-cyano-1H-indol-3-yl)acetate). Yield: 46.7%. As a reaction SMILES: Br[C:2]1[CH:3]=[C:4]2[C:8](=[CH:9][CH:10]=1)[NH:7][CH:6]=[C:5]2[CH2:11][C:12]([O:14][CH3:15])=[O:13].[Cu][C:17]#[N:18].CCOC(C)=O>CN1C(=O)CCC1>[C:17]([C:2]1[CH:3]=[C:4]2[C:8](=[CH:9][CH:10]=1)[NH:7][CH:6]=[C:5]2[CH2:11][C:12]([O:14][CH3:15])=[O:13])#[N:18]. Procedure: Step H (2): To a solution of methyl 2-(5-bromo-1H-indol-3-yl)acetate (134 mg, 0.5 mmol) in NMP (1.0 mL) was added copper(I) cyanide (54 mg, 0.6 mmol). The reaction mixture was microwaved at 180° C. for 1.5 h. More copper (I) cyanide (54 mg, 0.6 mmol) was added, and the mixture was microwaved again at 180° C. for 2 h. 100 mL of EtOAc was added, and the reaction mixture was washed with 1.0 N HCl and H2O. The organic layer was dried and the residue was purified by flash chromatography to give 50 mg... Yields the product c1ccc(-c2cc3cc(CCN4CCCC4)cc(NC4CCCC4)c3[nH]2)cc1. Reaction SMILES: [CH2:25]1[CH2:26][CH2:27][NH:28][CH2:29]1.[CH:1]1([NH:6][c:7]2[cH:8][c:9]([CH2:22][CH2:23][OH:24])[cH:10][c:11]3[cH:12][c:13](-[c:16]4[cH:17][cH:18][cH:19][cH:20][cH:21]4)[nH:14][c:15]23)[CH2:2][CH2:3][CH2:4][CH2:5]1>>[CH:1]1([NH:6][c:7]2[cH:8][c:9]([CH2:22][CH2:23][N:28]3[CH2:27][CH2:26][CH2:25][CH2:29]3)[cH:10][c:11]3[cH:12][c:13](-[c:16]4[cH:17][cH:18][cH:19][cH:20][cH:21]4)[nH:14][c:15]23)[CH2:2][CH2:3][CH2:4][CH2:5]1. Starting materials: C1CCNC1, OCCc1cc(NC2CCCC2)c2[nH]c(-c3ccccc3)cc2c1. The reactants are BrCc1ccccc1, [H-], [Na+], CCOC(=O)C(O)Cc1ccc(OCCN2CCOc3ccccc32)cc1, CN(C)C=O, O. The product is CCOC(=O)C(Cc1ccc(OCCN2CCOc3ccccc32)cc1)OCc1ccccc1. RXN SMILES: [Br:30][CH2:31][c:32]1[cH:33][cH:34][cH:35][cH:36][cH:37]1.[H-:28].[Na+:29].[O:1]1[CH2:2][CH2:3][N:4]([CH2:11][CH2:12][O:13][c:14]2[cH:15][cH:16][c:17]([CH2:20][CH:21]([C:22](=[O:23])[O:24][CH2:25][CH3:26])[OH:27])[cH:18][cH:19]2)[c:5]2[c:6]1[cH:7][cH:8][cH:9][cH:10]2.[O:39]=[CH:40][N:41]([CH3:42])[CH3:43].[OH2:38]>>[O:1]1[CH2:2][CH2:3][N:4]([CH2:11][CH2:12][O:13][c:14]2[cH:15][cH:16][c:17]([CH2:20][CH:21]([C:22](=[O:23])[O:24][CH2:25][CH3:26])[O:27][CH2:31][c:32]3[cH:33][cH:34][cH:35][cH:36][cH:37]3)[cH:18][cH:19]2)[c:5]2[c:6]1[cH:7][cH:8][cH:9][cH:10]2.